This data is from the Open Reaction Database (ORD), a public repository of structured organic reaction records. The task is: describe an organic reaction: reactants, conditions, products, and yield Starting materials: C1CCOC1, CC(C)C(=O)Nc1cccc(C2CCN(CCCCCCN)CC2)c1, O=C=Nc1ccc2ccccc2c1. Product: CC(C)C(=O)Nc1cccc(C2CCN(CCCCCCNC(=O)Nc3ccc4ccccc4c3)CC2)c1. As a reaction SMILES: [CH2:39]1[O:40][CH2:41][CH2:42][CH2:43]1.[NH2:1][CH2:2][CH2:3][CH2:4][CH2:5][CH2:6][CH2:7][N:8]1[CH2:9][CH2:10][CH:11]([c:14]2[cH:15][c:16]([NH:20][C:21]([CH:22]([CH3:23])[CH3:24])=[O:25])[cH:17][cH:18][cH:19]2)[CH2:12][CH2:13]1.[cH:26]1[c:27]([N:36]=[C:37]=[O:38])[cH:28][cH:29][c:30]2[cH:31][cH:32][cH:33][cH:34][c:35]12>>[NH:1]([CH2:2][CH2:3][CH2:4][CH2:5][CH2:6][CH2:7][N:8]1[CH2:9][CH2:10][CH:11]([c:14]2[cH:15][c:16]([NH:20][C:21]([CH:22]([CH3:23])[CH3:24])=[O:25])[cH:17][cH:18][cH:19]2)[CH2:12][CH2:13]1)[C:37]([NH:36][c:27]1[cH:26][c:35]2[c:30]([cH:29][cH:28]1)[cH:31][cH:32][cH:33][cH:34]2)=[O:38].